Dataset: the Open Reaction Database (ORD), a public repository of structured organic reaction records. Task: describe an organic reaction: reactants, conditions, products, and yield Reactants: CCNC(=O)Nc1ccc(-c2nc(C(=O)NC(C)C)c(C(=O)OCC)s2)cn1, CO, [Li+], [OH-]. Product: CCNC(=O)Nc1ccc(-c2nc(C(=O)NC(C)C)c(C(=O)O)s2)cn1. RXN SMILES: [CH2:1]([CH3:2])[NH:3][C:4]([NH:5][c:6]1[cH:7][cH:8][c:9](-[c:12]2[s:13][c:14]([C:23](=[O:24])[O:25][CH2:26][CH3:27])[c:15]([C:17]([NH:18][CH:19]([CH3:20])[CH3:21])=[O:22])[n:16]2)[cH:10][n:11]1)=[O:28].[CH3:31][OH:32].[Li+:29].[OH-:30]>>[CH2:1]([CH3:2])[NH:3][C:4]([NH:5][c:6]1[cH:7][cH:8][c:9](-[c:12]2[s:13][c:14]([C:23](=[O:24])[OH:25])[c:15]([C:17]([NH:18][CH:19]([CH3:20])[CH3:21])=[O:22])[n:16]2)[cH:10][n:11]1)=[O:28]. The reactants are C(CCC)[Li] (Butyllithium), C(C)(C)C1=C(C=CC=C1)N=C(C1=CC=C(C=C1)C)NP(C(C)C)C(C)C (N′-(2-isopropylphenyl)-N-(diisopropylphosphino)-4-methylbenzamidine), CI (Methyliodide). The solvent is C(C)OCC (diethylether). Conditions: temperature 0 celsius, time 2 hour. Product: C(C)(C)C1=C(C=CC=C1)N=C(C1=CC=C(C=C1)C)N(C)P(C(C)C)C(C)C (N′-(2-isopropylphenyl)-N-(diisopropylphosphino)-N-methyl-4-methylbenzamidine). Yield: 81.9%. Reaction SMILES: [CH:1]([C:4]1[CH:9]=[CH:8][CH:7]=[CH:6][C:5]=1[N:10]=[C:11]([NH:19][P:20]([CH:24]([CH3:26])[CH3:25])[CH:21]([CH3:23])[CH3:22])[C:12]1[CH:17]=[CH:16][C:15]([CH3:18])=[CH:14][CH:13]=1)([CH3:3])[CH3:2].[CH2:27]([Li])CCC.CI>C(OCC)C>[CH:1]([C:4]1[CH:9]=[CH:8][CH:7]=[CH:6][C:5]=1[N:10]=[C:11]([N:19]([P:20]([CH:24]([CH3:26])[CH3:25])[CH:21]([CH3:23])[CH3:22])[CH3:27])[C:12]1[CH:13]=[CH:14][C:15]([CH3:18])=[CH:16][CH:17]=1)([CH3:3])[CH3:2]. Procedure details: N′-(2-isopropylphenyl)-N-(diisopropylphosphino)-4-methylbenzamidine (1.40 g, 3.0 mmol) was dissolved in 25 mL of diethylether and cooled to 0° C. Butyllithium (1.50 mL of 2.0 M solution in pentane, 3.0 mmol) was added dropwise, producing a cloudy yellow suspension. The slurry was warmed to room temperature and stirred for 2 hours. Methyliodide (1.5 mL of 2.0 M solution in THF) was added dropwise at room temperature and stirred continued for 1 hour. The solution became clear yellow. The solvent w... Starting materials: Bromonitrile, C1(CC1)N(C(C1=CN=C(C=C1)C1=CC=C(C=C1)S(=O)(=O)C)=O)C1CCNCC1 (N-cyclopropyl-6-(4-methanesulfonyl-phenyl)-N-piperidin-4-yl-nicotinamide), C(C)N(C(C)C)C(C)C (ethyldiisopropylamine), O (water), C(C)(=O)OCC (ethyl acetate). Run in ClCCl (dichloromethane), O1CCCC1 (tetrahydrofuran). Conditions: time 2 day. Product: C(#N)N1CCC(CC1)N(C(C1=CN=C(C=C1)C1=CC=C(C=C1)S(=O)(=O)C)=O)C1CC1 (N-(1-Cyano-piperidin-4-yl)-N-cyclopropyl-6-(4-methanesulfonyl-phenyl)-nicotinamide). RXN SMILES: [CH:1]1([N:4]([CH:23]2[CH2:28][CH2:27][NH:26][CH2:25][CH2:24]2)[C:5](=[O:22])[C:6]2[CH:11]=[CH:10][C:9]([C:12]3[CH:17]=[CH:16][C:15]([S:18]([CH3:21])(=[O:20])=[O:19])=[CH:14][CH:13]=3)=[N:8][CH:7]=2)[CH2:3][CH2:2]1.[CH2:29]([N:31](C(C)C)C(C)C)C.O.C(OCC)(=O)C>ClCCl.O1CCCC1>[C:29]([N:26]1[CH2:27][CH2:28][CH:23]([N:4]([CH:1]2[CH2:3][CH2:2]2)[C:5](=[O:22])[C:6]2[CH:11]=[CH:10][C:9]([C:12]3[CH:13]=[CH:14][C:15]([S:18]([CH3:21])(=[O:19])=[O:20])=[CH:16][CH:17]=3)=[N:8][CH:7]=2)[CH2:24][CH2:25]1)#[N:31]. Reported procedure: Bromonitrile (44 mg) is added to a solution of N-cyclopropyl-6-(4-methanesulfonyl-phenyl)-N-piperidin-4-yl-nicotinamide (111 mg) and ethyldiisopropylamine (238 μL) in dichloromethane (2.5 mL) and tetrahydrofuran (2.5 mL). The reaction mixture is stirred for two days at room temperature prior to the addition of water and ethyl acetate. The organic phase is separated, washed with water and brine, dried over MgSO4 and concentrated in vacuo. The crude product is used without further purification for... Starting materials: ClCCl, CCN=C=NCCCN(C)C, Cn1ccc(N)n1, O=C(O)C(CC1CCCC1)n1nc(Oc2ccccc2)ccc1=O, On1nnc2ccccc21. The product is Cn1ccc(NC(=O)C(CC2CCCC2)n2nc(Oc3ccccc3)ccc2=O)n1. As a reaction SMILES: [CH2:53]([Cl:54])[Cl:55].[CH3:25][N:26]([CH3:27])[CH2:28][CH2:29][CH2:30][N:31]=[C:32]=[N:33][CH2:34][CH3:35].[CH3:46][n:47]1[n:48][c:49]([NH2:52])[cH:50][cH:51]1.[CH:1]1([CH2:6][CH:7]([C:8](=[O:9])[OH:10])[n:11]2[n:12][c:13]([O:18][c:19]3[cH:20][cH:21][cH:22][cH:23][cH:24]3)[cH:14][cH:15][c:16]2=[O:17])[CH2:2][CH2:3][CH2:4][CH2:5]1.[OH:36][n:37]1[c:38]2[cH:39][cH:40][cH:41][cH:42][c:43]2[n:44][n:45]1>>[CH:1]1([CH2:6][CH:7]([C:8](=[O:9])[NH:52][c:49]2[n:48][n:47]([CH3:46])[cH:51][cH:50]2)[n:11]2[n:12][c:13]([O:18][c:19]3[cH:20][cH:21][cH:22][cH:23][cH:24]3)[cH:14][cH:15][c:16]2=[O:17])[CH2:2][CH2:3][CH2:4][CH2:5]1. Starting materials: C1(=CC=CC=C1)C1=NC(OC1=O)C(F)(F)F (4-Phenyl-2-(trifluoromethyl)-5(2H)-oxazolone), ClC(C#N)=C (2-chloroacrylonitrile), C(C)#N (acetonitrile). Product: C1(=CC=CC=C1)C=1NC(=CC1C#N)C(F)(F)F (2-Phenyl-5-(trifluoromethyl)pyrrole-3-carbonitrile). Isolated yield 73.0%. RXN SMILES: [C:1]1([C:7]2[C:11](=O)O[CH:9]([C:13]([F:16])([F:15])[F:14])[N:8]=2)[CH:6]=[CH:5][CH:4]=[CH:3][CH:2]=1.ClC(=C)[C:19]#[N:20].[C:22](#N)C>>[C:1]1([C:7]2[NH:8][C:9]([C:13]([F:16])([F:15])[F:14])=[CH:22][C:11]=2[C:19]#[N:20])[CH:6]=[CH:5][CH:4]=[CH:3][CH:2]=1. Reported procedure: 4-Phenyl-2-(trifluoromethyl)-5(2H)-oxazolone (13.5 g, 0.059 mol), 2-chloroacrylonitrile (26 mL, 0.295 mol) and acetonitrile (250 mL) are heated at reflux temperature for 52 hours. The reaction mixture is then cooled to room temperature and concentrated in vacuo to give a solid. Recrystallization of the solid from toluene gives the title product as a yellow solid 10.1 g, 73%). Identified by NMR spectral analyses. RXN SMILES: [CH2:1]([CH3:2])[O:3][C:4](=[O:5])[c:6]1[c:7]([CH3:11])[o:8][cH:9][cH:10]1.[CH3:24][C:25]#[N:26].[Na+:22].[Na+:23].[S:12]([Cl:13])(=[O:14])([Cl:15])=[O:16].[S:17]([O-:18])([O-:19])(=[O:20])=[S:21]>>[CH2:1]([CH3:2])[O:3][C:4](=[O:5])[c:6]1[c:7]([CH3:11])[o:8][c:9]([Cl:15])[cH:10]1. The reactants are CCOC(=O)c1ccoc1C, CC#N, [Na+], [Na+], O=S(=O)(Cl)Cl, O=S([O-])([O-])=S. Yields the product CCOC(=O)c1cc(Cl)oc1C.